Dataset: the Open Reaction Database (ORD), a public repository of structured organic reaction records. Task: describe an organic reaction: reactants, conditions, products, and yield Starting materials: C(CC(O)(C(=O)O)CC(=O)O)(=O)O (citric acid), C(C)N(C(C)C)C(C)C (N-ethyidiisopropylamine), [K].C(C1=CC=CC=C1)NS(N)(=O)=O (benzylsulfamic acid amide potassium salt), ClC1=NC(=NC(=C1OC1=C(C=CC=C1)OC)Cl)C1=CC(=NC=C1)C#N (4-[4,6-Dichloro-5-(2-methoxy-phenoxy)-pyrimidin-2-yl]-pyridine-2-carbonitrile). Run in CS(=O)C (DMSO). Run at time 18 hour. Yields the product ClC1=C(C(=NC(=N1)C1=CC(=NC=C1)C#N)NS(NCC1=CC=CC=C1)(=O)=O)OC1=C(C=CC=C1)OC (benzylsulfamic acid [6-chloro-2-(2-cyano-pyridin-4-yl)-5-(2-methoxy-phenoxy)-pyrimidin-4-yl]-amide). The yield is 93.0%. Reaction SMILES: [Cl:1][C:2]1[C:7]([O:8][C:9]2[CH:14]=[CH:13][CH:12]=[CH:11][C:10]=2[O:15][CH3:16])=[C:6](Cl)[N:5]=[C:4]([C:18]2[CH:23]=[CH:22][N:21]=[C:20]([C:24]#[N:25])[CH:19]=2)[N:3]=1.C(N(C(C)C)C(C)C)C.[K].[CH2:36]([NH:43][S:44](=[O:47])(=[O:46])[NH2:45])[C:37]1[CH:42]=[CH:41][CH:40]=[CH:39][CH:38]=1.C(O)(=O)CC(CC(O)=O)(C(O)=O)O>CS(C)=O>[Cl:1][C:2]1[N:3]=[C:4]([C:18]2[CH:23]=[CH:22][N:21]=[C:20]([C:24]#[N:25])[CH:19]=2)[N:5]=[C:6]([NH:45][S:44](=[O:46])(=[O:47])[NH:43][CH2:36][C:37]2[CH:42]=[CH:41][CH:40]=[CH:39][CH:38]=2)[C:7]=1[O:8][C:9]1[CH:14]=[CH:13][CH:12]=[CH:11][C:10]=1[O:15][CH3:16] |f:2.3,^1:34|. Reported procedure: 4-[4,6-Dichloro-5-(2-methoxy-phenoxy)-pyrimidin-2-yl]-pyridine-2-carbonitrile (3.2 g) was dissolved in DMSO (20 ml), N-ethyidiisopropylamine (1.7 ml) and benzylsulfamic acid amide potassium salt (3.52 g) was added. The mixture was stirred for 18 h at rt, poured onto ice/water, acidified with solid citric acid and the precipitate was filtered off and recrystallized form EtOAc to give benzylsulfamic acid [6-chloro-2-(2-cyano-pyridin-4-yl)-5-(2-methoxy-phenoxy)-pyrimidin-4-yl]-amide (4.17 g). LC-MS... Reactants: C(C)N(C1=CC=C2C=C(C(OC2=C1)=O)N=[N+]=[N-])CC (7-diethylamino-3-azidocoumarin), C1(=CC=CC=C1)C#C (phenylacetylene). Product: C(C)N(C1=CC=C2C=C(C(OC2=C1)=O)N1N=NC(=C1)C1=CC=CC=C1)CC (7-diethylamino-3-(4-phenyl-[1,2,3]triazol-1-yl)-chromen-2-one). As a reaction SMILES: [CH2:1]([N:3]([CH2:18][CH3:19])[C:4]1[CH:13]=[C:12]2[C:7]([CH:8]=[C:9]([N:15]=[N+:16]=[N-:17])[C:10](=[O:14])[O:11]2)=[CH:6][CH:5]=1)[CH3:2].[C:20]1([C:26]#[CH:27])[CH:25]=[CH:24][CH:23]=[CH:22][CH:21]=1>>[CH2:18]([N:3]([CH2:1][CH3:2])[C:4]1[CH:13]=[C:12]2[C:7]([CH:8]=[C:9]([N:15]3[CH:27]=[C:26]([C:20]4[CH:25]=[CH:24][CH:23]=[CH:22][CH:21]=4)[N:17]=[N:16]3)[C:10](=[O:14])[O:11]2)=[CH:6][CH:5]=1)[CH3:19]. Procedure: This example illustrates the fluorogenic conjugation of 7-diethylamino-3-azidocoumarin and phenylacetylene to form 7-diethylamino-3-(4-phenyl-[1,2,3]triazol-1-yl)-chromen-2-one. Starting materials: C(C)(C)OC1=CC=C(C=O)C=C1 (4-isopropoxybenzaldehyde), Cl (hydrochloric acid), [H-].[Na+] (Sodium hydride), [Br-].O1C(OCC1)CC[P+](C1=CC=CC=C1)(C1=CC=CC=C1)C1=CC=CC=C1 (2-(1,3-dioxolan-2-yl)ethyltriphenylphosphonium bromide). Solvent: CN(C=O)C (N,N-dimethylformamide), O (Water). Run at time 15 minute. Yields the product C(C)(C)OC1=CC=C(C=C1)CCCC1OCCO1 (2-[3-(4-isopropoxyphenyl)propyl]-1,3-dioxolane). The yield is 24.4%. RXN SMILES: [H-].[Na+].[Br-].[O:4]1[CH2:8][CH2:7][O:6][CH:5]1[CH2:9][CH2:10][P+](C1C=CC=CC=1)(C1C=CC=CC=1)C1C=CC=CC=1.[CH:30]([O:33][C:34]1[CH:41]=[CH:40][C:37]([CH:38]=O)=[CH:36][CH:35]=1)([CH3:32])[CH3:31].Cl>CN(C)C=O.O>[CH:30]([O:33][C:34]1[CH:35]=[CH:36][C:37]([CH2:38][CH2:10][CH2:9][CH:5]2[O:4][CH2:8][CH2:7][O:6]2)=[CH:40][CH:41]=1)([CH3:32])[CH3:31] |f:0.1,2.3|. Procedure details: Sodium hydride (oily, 60%, 4.60 g) was added little by little to a solution of 2-(1,3-dioxolan-2-yl)ethyltriphenylphosphonium bromide (51.0 g) in N,N-dimethylformamide (200 ml) at 0° C. After stirring for 15 minutes, 4-isopropoxybenzaldehyde (18.0 g) was added, and the mixture was stirred at 80 to 85° C. for 5 hours. Water was added to the reaction mixture, acidified with 2N hydrochloric acid, and extracted with ether. The ether layer was washed with water and dried over magnesium sulfate, and t... The reactants are Cc1ccccc1C(Br)Br, O=C([O-])[O-], CC(C)C(N)C(=O)O, [K+], [K+], CN(C)C=O, O. Product: CC(C)C(C(=O)O)N1Cc2ccccc2C1. RXN SMILES: [Br:20][CH:21]([c:22]1[c:23]([CH3:28])[cH:24][cH:25][cH:26][cH:27]1)[Br:29].[C:14](=[O:15])([O-:16])[O-:17].[CH3:6][CH:7]([CH3:8])[CH:9]([NH2:10])[C:11]([OH:12])=[O:13].[K+:18].[K+:19].[O:1]=[CH:2][N:3]([CH3:4])[CH3:5].[OH2:30]>>[CH3:6][CH:7]([CH3:8])[CH:9]([N:10]1[CH2:21][c:22]2[c:23]([cH:24][cH:25][cH:26][cH:27]2)[CH2:28]1)[C:11]([OH:12])=[O:13].